Dataset: the Open Reaction Database (ORD), a public repository of structured organic reaction records. Task: describe an organic reaction: reactants, conditions, products, and yield RXN SMILES: Cl[C:2]1[CH:7]=[C:6]([NH:8][C@H:9]2[CH2:14][CH2:13][C@H:12]([C:15]([NH2:17])=[O:16])[CH2:11][CH2:10]2)[C:5]([N+:18]([O-:20])=[O:19])=[CH:4][N:3]=1.[N:21]1([CH2:27][CH2:28][OH:29])[CH2:26][CH2:25][CH2:24][CH2:23][CH2:22]1.C1OCCOCCOCCOCCOCCOC1.C(=O)([O-])[O-].[Cs+].[Cs+]>C1(C)C=CC=CC=1.C(Cl)Cl>[N+:18]([C:5]1[C:6]([NH:8][C@H:9]2[CH2:14][CH2:13][C@H:12]([C:15]([NH2:17])=[O:16])[CH2:11][CH2:10]2)=[CH:7][C:2]([O:29][CH2:28][CH2:27][N:21]2[CH2:26][CH2:25][CH2:24][CH2:23][CH2:22]2)=[N:3][CH:4]=1)([O-:20])=[O:19] |f:3.4.5|. Procedure details: Trans-4-(2-Chloro-5-nitropyridin-4-ylamino)cyclohexanecarboxamide (3.00 g, 10.04 mmol) was suspended in toluene (30 mL). 1-Piperidine ethanol (6.62 mL, 50.2 mmol), 18-crown-6 (3.98 g, 15.06 mmol) and cesium carbonate (9.82 g, 30.1 mmol) were then added to the reaction. The resulting reaction mixture was heated at 80° C. overnight followed by additional heating at 90° C. for 8 hours. The reaction mixture was diluted with DCM and washed with water and brine. The organic layer was concentrated unde... Reactants: N1(CCCCC1)CCO (1-Piperidine ethanol), C1COCCOCCOCCOCCOCCO1 (18-crown-6), C([O-])([O-])=O.[Cs+].[Cs+] (cesium carbonate), ClC1=NC=C(C(=C1)N[C@@H]1CC[C@H](CC1)C(=O)N)[N+](=O)[O-] (Trans-4-(2-Chloro-5-nitropyridin-4-ylamino)cyclohexanecarboxamide). The yield is 41.2%. Reaction conditions: temperature 80 celsius. Run in C1(=CC=CC=C1)C (toluene), ClCCl (dichloromethane), C(Cl)Cl (DCM). The product is [N+](=O)([O-])C=1C(=CC(=NC1)OCCN1CCCCC1)N[C@@H]1CC[C@H](CC1)C(=O)N (trans-4-(5-nitro-2-(2-(piperidin-1-yl)ethoxy)pyridin-4-ylamino)cyclohexanecarboxamide). Starting materials: aqueous solution, ClC1=NC(=NN1)CC1=C(C=CC=C1)[N+](=O)[O-] (5-chloro-3-(o-nitrobenzyl)-1,2,4-triazole), [OH-].[NH4+] (ammonium hydroxide). Reagents/catalysts: [Cl-].[Cl-].[Cl-].[Ti+3] (titanium trichloride). Run in O1CCCC1 (tetrahydrofuran). Conditions: time 8 hour. Yields the product NC1=C(CC2=NNC(=N2)Cl)C=CC=C1 (3-(o-aminobenzyl)-5-chloro-1,2,4-triazole). As a reaction SMILES: [Cl:1][C:2]1[NH:6][N:5]=[C:4]([CH2:7][C:8]2[CH:13]=[CH:12][CH:11]=[CH:10][C:9]=2[N+:14]([O-])=O)[N:3]=1.[OH-].[NH4+]>O1CCCC1.[Cl-].[Cl-].[Cl-].[Ti+3]>[NH2:14][C:9]1[CH:10]=[CH:11][CH:12]=[CH:13][C:8]=1[CH2:7][C:4]1[N:3]=[C:2]([Cl:1])[NH:6][N:5]=1 |f:1.2,4.5.6.7|. Procedure: To a solution of 6.27 g of 5-chloro-3-(o-nitrobenzyl)-1,2,4-triazole in 146 ml of tetrahydrofuran is added to 0° with stirring 146 ml of 20% aqueous solution of titanium trichloride. The mixture is stirred at room temperature overnight basified with concentrated ammonium hydroxide and extracted 3 times with methylene chloride. The combined extracts are dried, evaporated and the residue is crystallized from ether to give 3-(o-aminobenzyl)-5-chloro-1,2,4-triazole, m.p. 162°-165°. RXN SMILES: [Cl:2][c:3]1[n:4][c:5]([Cl:10])[cH:6][c:7]([Cl:9])[n:8]1.[F-:11].[F:13][C:14]([Cl:15])([Cl:16])[Cl:17].[F:1].[Na+:12]>>[Cl:2][c:3]1[n:4][c:5]([Cl:10])[c:6]([F:11])[c:7]([Cl:9])[n:8]1. The product is Fc1c(Cl)nc(Cl)nc1Cl. The reactants are Clc1cc(Cl)nc(Cl)n1, [F-], FC(Cl)(Cl)Cl, F, [Na+]. Starting materials: COC(=O)C=1N=NC(=CC1CC(C)C)C(=O)N1CCCCC1 (4-Isobutyl-6-(piperidine-1-carbonyl)-pyridazine-3-carboxylic acid methyl ester), O.NN (Hydrazine hydrate). The solvent is C(C)O (ethanol). Reaction conditions: time 5.5 hour. Yields the product C(C(C)C)C1=C(N=NC(=C1)C(=O)N1CCCCC1)C(=O)NN (4-Isobutyl-6-(piperidine-1-carbonyl)-pyridazine-3-carboxylic acid hydrazide). RXN SMILES: C[O:2][C:3]([C:5]1[N:6]=[N:7][C:8]([C:15]([N:17]2[CH2:22][CH2:21][CH2:20][CH2:19][CH2:18]2)=[O:16])=[CH:9][C:10]=1[CH2:11][CH:12]([CH3:14])[CH3:13])=O.O.[NH2:24][NH2:25]>C(O)C>[CH2:11]([C:10]1[CH:9]=[C:8]([C:15]([N:17]2[CH2:22][CH2:21][CH2:20][CH2:19][CH2:18]2)=[O:16])[N:7]=[N:6][C:5]=1[C:3]([NH:24][NH2:25])=[O:2])[CH:12]([CH3:14])[CH3:13] |f:1.2|. Procedure details: The mono-methyl ester 5 (10 mg, 0.033 mmol) was dissolved in 3.5 mL anhydrous ethanol (dried over 4 Å molecular sieves). Hydrazine hydrate was added (55 μL, 1.65 mmol, 53 mg), and the reaction was stirred for 5.5 hours at room temperature under an atmosphere of nitrogen. The volatiles were evaporated under reduced pressure, and the product oil was triturated three times with ca. 3 mL diethyl ether. The bright yellow oil was dried under high vacuum to produce a 10 mg (quant.) of a pale yellow sol...